From a dataset of the Open Reaction Database (ORD), a public repository of structured organic reaction records. describe an organic reaction: reactants, conditions, products, and yield Reactants: Cl.C1(=CC=CC=C1)C=1CCN(CC1)CC1CCC=2NC3=CC=C(C=C3C2C1)OC (3-(4-phenyl-1,2,3,6-tetrahydro-1-pyridylmethyl)-6-methoxy-1,2,3,4-tetrahydrocarbazole hydrochloride), Cl.N1=CC=CC=C1 (pyridine hydrochloride). Solvent: C1(=CC=CC=C1)C.C(C)N(CC)CC (toluene triethylamine). Reaction conditions: time 3 hour. Yields the product C1(=CC=CC=C1)C=1CCN(CC1)CC1CCC=2NC3=CC=C(C=C3C2C1)O (3-(4-phenyl-1,2,3,6-tetrahydro-1-pyridylmethyl)-6-hydroxy-1,2,3,4-tetrahydrocarbazole). RXN SMILES: Cl.[C:2]1([C:8]2[CH2:9][CH2:10][N:11]([CH2:14][CH:15]3[CH2:27][C:26]4[C:25]5[C:20](=[CH:21][CH:22]=[C:23]([O:28]C)[CH:24]=5)[NH:19][C:18]=4[CH2:17][CH2:16]3)[CH2:12][CH:13]=2)[CH:7]=[CH:6][CH:5]=[CH:4][CH:3]=1.Cl.N1C=CC=CC=1>C1(C)C=CC=CC=1.C(N(CC)CC)C>[C:2]1([C:8]2[CH2:13][CH2:12][N:11]([CH2:14][CH:15]3[CH2:27][C:26]4[C:25]5[C:20](=[CH:21][CH:22]=[C:23]([OH:28])[CH:24]=5)[NH:19][C:18]=4[CH2:17][CH2:16]3)[CH2:10][CH:9]=2)[CH:7]=[CH:6][CH:5]=[CH:4][CH:3]=1 |f:0.1,2.3,4.5|. Procedure: A mixture of 4.19 g of 3-(4-phenyl-1,2,3,6-tetrahydro-1-pyridylmethyl)-6-methoxy-1,2,3,4-tetrahydrocarbazole hydrochloride and 3.5 g of pyridine hydrochloride is stirred at 160° for 3 hours. After the usual work-up, 3-(4-phenyl-1,2,3,6-tetrahydro-1-pyridylmethyl)-6-hydroxy-1,2,3,4-tetrahydrocarbazole, Rf 0.2 (toluene/triethylamine 9:1), is obtained.